Dataset: the Open Reaction Database (ORD), a public repository of structured organic reaction records. Task: describe an organic reaction: reactants, conditions, products, and yield Reactants: CS(=O)(=O)N (methanesulfonamide), ClC=1C=C2C(CC(NC2=C(C1)C(=O)O)C1=CC(=CC=C1)N1C(OCC1)=O)(C)C (6-chloro-4,4-dimethyl-2-[3-(2-oxo-oxazolidin-3-yl)-phenyl]-1,2,3,4-tetrahydro-quinoline-8-carboxylic acid), C(=O)(N1C=NC=C1)N1C=NC=C1 (1,1′-carbonyldiimidazole), [H-].[Na+] (sodium hydride). Solvent: O (water), CN(C=O)C (N,N-dimethylformamide), CN(C=O)C (N,N-dimethylformamide). Run at temperature 25 celsius, time 1 hour. Product: ClC=1C=C2C(CC(NC2=C(C1)C(=O)NS(=O)(=O)C)C1=CC(=CC=C1)N1C(OCC1)=O)(C)C (N-{6-chloro-4,4-dimethyl-2-[3-(2-oxo-oxazolidin-3-yl)-phenyl]-1,2,3,4-tetrahydro-quinoline-8-carbonyl}-methanesulfonamide). The yield is 7.7%. RXN SMILES: [CH3:1][S:2]([NH2:5])(=[O:4])=[O:3].[H-].[Na+].[Cl:8][C:9]1[CH:10]=[C:11]2[C:16](=[C:17]([C:19](O)=[O:20])[CH:18]=1)[NH:15][CH:14]([C:22]1[CH:27]=[CH:26][CH:25]=[C:24]([N:28]3[CH2:32][CH2:31][O:30][C:29]3=[O:33])[CH:23]=1)[CH2:13][C:12]2([CH3:35])[CH3:34].C(N1C=CN=C1)(N1C=CN=C1)=O>CN(C)C=O.O>[Cl:8][C:9]1[CH:10]=[C:11]2[C:16](=[C:17]([C:19]([NH:5][S:2]([CH3:1])(=[O:4])=[O:3])=[O:20])[CH:18]=1)[NH:15][CH:14]([C:22]1[CH:27]=[CH:26][CH:25]=[C:24]([N:28]3[CH2:32][CH2:31][O:30][C:29]3=[O:33])[CH:23]=1)[CH2:13][C:12]2([CH3:35])[CH3:34] |f:1.2|. Procedure: To a suspension of methanesulfonamide (665 mg, 7 mmol) in N,N-dimethylformamide (3 mL) was added sodium hydride (280 mg, 7 mmol). The resulting mixture was stirred at 25° C. for 1 h to afford Solution A64. A solution of 6-chloro-4,4-dimethyl-2-[3-(2-oxo-oxazolidin-3-yl)-phenyl]-1,2,3,4-tetrahydro-quinoline-8-carboxylic acid (400 mg, 1 mmol) and 1,1′-carbonyldiimidazole (325 mg, 2 mmol) in N,N-dimethylformamide (2 mL) was stirred at 70° C. for 1 h and cooled to room temperature to afford Solution...